Dataset: the Open Reaction Database (ORD), a public repository of structured organic reaction records. Task: describe an organic reaction: reactants, conditions, products, and yield As a reaction SMILES: [CH3:25][O:26][c:27]1[cH:28][cH:29][c:30]([CH2:31][NH2:32])[cH:33][cH:34]1.[Cl:1][C:2]12[CH:3]([OH:17])[CH:4]([OH:16])[C:5]([Cl:15])([C:6]([Cl:9])=[C:7]1[Cl:8])[C:10]2([O:11][CH3:12])[O:13][CH3:14].[I+3:18]([O-:19])([O-:20])([O-:21])[O-:22].[I-:24].[Na+:23].[OH2:35]>>[Cl:1][C:2]12[CH2:3][N:32]([CH2:31][c:30]3[cH:29][cH:28][c:27]([O:26][CH3:25])[cH:34][cH:33]3)[CH2:4][C:5]([Cl:15])([C:6]([Cl:9])=[C:7]1[Cl:8])[C:10]2([O:11][CH3:12])[O:13][CH3:14]. Product: COc1ccc(CN2CC3(Cl)C(Cl)=C(Cl)C(Cl)(C2)C3(OC)OC)cc1. The reactants are COc1ccc(CN)cc1, COC1(OC)C2(Cl)C(Cl)=C(Cl)C1(Cl)C(O)C2O, [O-][I+3]([O-])([O-])[O-], [I-], [Na+], O.